From a dataset of the Open Reaction Database (ORD), a public repository of structured organic reaction records. describe an organic reaction: reactants, conditions, products, and yield Reactants: C(C)(C)(C)OC(=O)N1CCC(CC1)C1OC2=C(C1)C=C(C=C2)B2OC(C(O2)(C)C)(C)C (4-[5-(4,4,5,5-tetramethyl-[1,3,2]dioxaborolan-2-yl)-2,3-dihydro-benzofuran-2-yl]-piperidine-1-carboxylic acid tert-butyl ester), Br.BrC1=CN=NC=C1 (4-bromopyridazine hydrobromide). The product is C(C)(C)(C)OC(=O)N1CCC(CC1)C1OC2=C(C1)C=C(C=C2)C2=CN=NC=C2 (4-(5-Pyridazin-4-yl-2,3-dihydro-benzofuran-2-yl)-piperidine-1-carboxylic acid tert-butyl ester). As a reaction SMILES: [C:1]([O:5][C:6]([N:8]1[CH2:13][CH2:12][CH:11]([CH:14]2[CH2:18][C:17]3[CH:19]=[C:20](B4OC(C)(C)C(C)(C)O4)[CH:21]=[CH:22][C:16]=3[O:15]2)[CH2:10][CH2:9]1)=[O:7])([CH3:4])([CH3:3])[CH3:2].Br.Br[C:34]1[CH:39]=[CH:38][N:37]=[N:36][CH:35]=1>>[C:1]([O:5][C:6]([N:8]1[CH2:9][CH2:10][CH:11]([CH:14]2[CH2:18][C:17]3[CH:19]=[C:20]([C:34]4[CH:39]=[CH:38][N:37]=[N:36][CH:35]=4)[CH:21]=[CH:22][C:16]=3[O:15]2)[CH2:12][CH2:13]1)=[O:7])([CH3:4])([CH3:2])[CH3:3] |f:1.2|. Procedure details: The title compound is prepared from 4-[5-(4,4,5,5-tetramethyl-[1,3,2]dioxaborolan-2-yl)-2,3-dihydro-benzofuran-2-yl]-piperidine-1-carboxylic acid tert-butyl ester and 4-bromopyridazine hydrobromide following a procedure analogous to that described in Example 1. LC (method 6): tR=1.19 min; Mass spectrum (ESI+): m/z=382 [M+H]+. The reactants are O1C(COC2=CC=C3C(C=C(OC3=C2)C2=CC=CC=C2)=O)C1 (7-(2,3-epoxypropoxy)flavone), C(C1=CN=CC=C1)CCCNCC1=CC=CC=C1 (N-(3-nicotinylpropyl)benzylamine). Solvent: C(C)O (ethanol). Run at temperature 60 celsius. Product: C(C1=CC=CC=C1)N(CCCCC1=CN=CC=C1)CC(COC1=CC=C2C(C=C(OC2=C1)C1=CC=CC=C1)=O)O (7-[3-[N-benzyl,N-(3-nicotinylpropyl)amino]-2-hydroxypropoxy]flavone). The yield is 29.3%. Reaction SMILES: [O:1]1[CH2:22][CH:2]1[CH2:3][O:4][C:5]1[CH:14]=[C:13]2[C:8]([C:9](=[O:21])[CH:10]=[C:11]([C:15]3[CH:20]=[CH:19][CH:18]=[CH:17][CH:16]=3)[O:12]2)=[CH:7][CH:6]=1.[CH2:23]([CH2:30][CH2:31][CH2:32][NH:33][CH2:34][C:35]1[CH:40]=[CH:39][CH:38]=[CH:37][CH:36]=1)[C:24]1[CH:29]=[CH:28][CH:27]=[N:26][CH:25]=1>C(O)C>[CH2:34]([N:33]([CH2:22][CH:2]([OH:1])[CH2:3][O:4][C:5]1[CH:14]=[C:13]2[C:8]([C:9](=[O:21])[CH:10]=[C:11]([C:15]3[CH:16]=[CH:17][CH:18]=[CH:19][CH:20]=3)[O:12]2)=[CH:7][CH:6]=1)[CH2:32][CH2:31][CH2:30][CH2:23][C:24]1[CH:29]=[CH:28][CH:27]=[N:26][CH:25]=1)[C:35]1[CH:40]=[CH:39][CH:38]=[CH:37][CH:36]=1. Reported procedure: A mixture of 7-(2,3-epoxypropoxy)flavone (15 g, 51.0 mmol) and N-(3-nicotinylpropyl)benzylamine (22.5 g, 100 mmol) in ethanol (150 ml) was heated at 60° C. for 3 hours. The ethanol was then evaporated and the residue was washed with cyclohexane (three times) to remove the excess amine. The remaining residue was then extracted with ethyl acetate (twice), and the extracts were evaporated to give a red syrup. Purification of the red syrup by flash column chromatography eluting with EtOAc--MeOH (20:... The reactants are O=C(Cl)c1ccccc1, C1CCNCC1, Cc1ccccc1, [Na+], [OH-], O. Yields the product O=C(c1ccccc1)N1CCCCC1. As a reaction SMILES: [C:1]([c:2]1[cH:3][cH:4][cH:5][cH:6][cH:7]1)(=[O:8])[Cl:9].[CH2:10]1[CH2:11][CH2:12][NH:13][CH2:14][CH2:15]1.[CH3:18][c:19]1[cH:20][cH:21][cH:22][cH:23][cH:24]1.[Na+:17].[OH-:16].[OH2:25]>>[C:1]([c:2]1[cH:3][cH:4][cH:5][cH:6][cH:7]1)(=[O:8])[N:13]1[CH2:12][CH2:11][CH2:10][CH2:15][CH2:14]1. Product: BrC=1C(=NN(C1C1=C(C=CC=C1F)F)C)C (4-bromo-5-(2,6-difluorophenyl)-1,3-dimethyl-1H-pyrazole). Procedure: To a mixture of 5-(2,6-difluorophenyl)-1,3-dimethyl-1H-pyrazole (i.e. the product of Step B) (1.53 g, 7.3 mmol) in N,N-dimethylformamide (20 mL) at 0° C. was added portionwise N-bromosuccinimide (1.37 g, 7.7 mmol). After the addition was complete, the reaction mixture was allowed to warm to room temperature and stirred for 1 h. The reaction mixture was diluted with ice water (20 mL) and saturated aqueous sodium bisulfite solution (15 mL), briefly stirred, and then partitioned between water (75 m... Reaction SMILES: [F:1][C:2]1[CH:7]=[CH:6][CH:5]=[C:4]([F:8])[C:3]=1[C:9]1[N:13]([CH3:14])[N:12]=[C:11]([CH3:15])[CH:10]=1.[Br:16]N1C(=O)CCC1=O>CN(C)C=O.S(=O)(O)[O-].[Na+]>[Br:16][C:10]1[C:11]([CH3:15])=[N:12][N:13]([CH3:14])[C:9]=1[C:3]1[C:2]([F:1])=[CH:7][CH:6]=[CH:5][C:4]=1[F:8] |f:3.4|. Solvent: ice water, S([O-])(O)=O.[Na+] (sodium bisulfite), CN(C=O)C (N,N-dimethylformamide). Conditions: time 1 hour. Starting materials: FC1=C(C(=CC=C1)F)C1=CC(=NN1C)C (5-(2,6-difluorophenyl)-1,3-dimethyl-1H-pyrazole), FC1=C(C(=CC=C1)F)C1=CC(=NN1C)C (5-(2,6-difluorophenyl)-1,3-dimethyl-1H-pyrazole), BrN1C(CCC1=O)=O (N-bromosuccinimide).